From a dataset of the Open Reaction Database (ORD), a public repository of structured organic reaction records. describe an organic reaction: reactants, conditions, products, and yield The reactants are C(=O)N(CCN)CC1=NC=CC=C1 (N-formyl-N-(2-pyridylmethyl)ethylene-diamine), BrCC1=NC=CC=C1 (2-bromomethylpyridine), CN=C=O (methyl isocyanate), [H-].[Na+] (sodium hydride), C(=O)NCCN (N-formylethylenediamine). Solvent: C(Cl)(Cl)Cl (chloroform), CN(C=O)C (dimethyl formamide). Product: CNC(=O)NCCNCC1=NC=CC=C1 (N-Methyl-N'-[2-(2-pyridylmethylamino)ethyl]urea). Reaction SMILES: C([N:3]([CH2:7][C:8]1[CH:13]=[CH:12][CH:11]=[CH:10][N:9]=1)[CH2:4][CH2:5][NH2:6])=O.[H-].[Na+].[CH:16]([NH:18][CH2:19]CN)=[O:17].BrCC1C=CC=CN=1.CN=C=O>CN(C)C=O.C(Cl)(Cl)Cl>[CH3:19][NH:18][C:16]([NH:6][CH2:5][CH2:4][NH:3][CH2:7][C:8]1[CH:13]=[CH:12][CH:11]=[CH:10][N:9]=1)=[O:17] |f:1.2|. Procedure: A mixture of N-formyl-N-(2-pyridylmethyl)ethylene-diamine (prepared by adding sodium hydride to N-formylethylenediamine in dry dimethyl formamide, then reacting with 2-bromomethylpyridine at room temperature) and methyl isocyanate in dry chloroform is heated in a pressure vessel at 100° for 18 hours to give after cooling and removing the solvent N-methyl-N'-[2-((N"-formyl-N"-2-pyridylmethyl)amino)ethyl]urea. Acid hydrolysis by the procedure of Example 4 gives the title compound. Reactants: OC=1C=CC2=C(C(N=C(S2)C2=NC=CC=C2)=O)C1 (6-hydroxy-2-(2-pyridyl)-4H-1,3-benzothiazine-4-one), C(C1=CC=CC=C1)Br (benzyl bromide), C([O-])([O-])=O.[K+].[K+] (potassium carbonate), CN(C)C=O (DMF). Solvent: O (water). Conditions: time 2 hour. Product: C(C1=CC=CC=C1)OC=1C=CC2=C(C(N=C(S2)C2=NC=CC=C2)=O)C1 (6-(Benzyloxy)-2-(2-pyridyl)-4H-1,3-benzothiazine-4-one). Isolated yield 102.4%. As a reaction SMILES: [OH:1][C:2]1[CH:3]=[CH:4][C:5]2[S:10][C:9]([C:11]3[CH:16]=[CH:15][CH:14]=[CH:13][N:12]=3)=[N:8][C:7](=[O:17])[C:6]=2[CH:18]=1.[CH2:19](Br)[C:20]1[CH:25]=[CH:24][CH:23]=[CH:22][CH:21]=1.C(=O)([O-])[O-].[K+].[K+].CN(C=O)C>O>[CH2:19]([O:1][C:2]1[CH:3]=[CH:4][C:5]2[S:10][C:9]([C:11]3[CH:16]=[CH:15][CH:14]=[CH:13][N:12]=3)=[N:8][C:7](=[O:17])[C:6]=2[CH:18]=1)[C:20]1[CH:25]=[CH:24][CH:23]=[CH:22][CH:21]=1 |f:2.3.4|. Reported procedure: A mixture of 6-hydroxy-2-(2-pyridyl)-4H-1,3-benzothiazine-4-one (0.30 g, 1.1 mmol), benzyl bromide (0.61 g, 3.5 mmol) and potassium carbonate (0.32 g, 2.3 mmol) and DMF (10 ml) was stirred at room temperature for 2 hrs. The reaction mixture was diluted with water and extracted with ethyl acetate. The extract was washed with water and dried. The solvent was evaporated under reduced pressure. The obtained crystals were recrystallized from tetrahydrofuran-hexane to give the titled compound (0.39 g,... Starting materials: Cl (HCl), CN1CC(C(=O)OCC)CCC1 (ethyl 1-methylnipecotate), [OH-].[Li+] (lithium hydroxide). The solvent is O1CCOCC1 (dioxane), O (water). Run at time 1.5 hour. Product: CN1CC(CCC1)C(=O)O (1-Methyl-piperidine-3-carboxylic Acid). Reaction SMILES: [CH3:1][N:2]1[CH2:12][CH2:11][CH2:10][CH:4]([C:5]([O:7]CC)=[O:6])[CH2:3]1.[OH-].[Li+].Cl>O1CCOCC1.O>[CH3:1][N:2]1[CH2:12][CH2:11][CH2:10][CH:4]([C:5]([OH:7])=[O:6])[CH2:3]1 |f:1.2|. Reported procedure: To a solution of ethyl 1-methylnipecotate, 0.3 mL (1.65 mmol) in 10 mL of dioxane was added a solution of 118 mg (4.95 mmol) of lithium hydroxide in 10 mL of water. The solution was stirred for 1.5 hours at rt. then was acidified to pH=1 with 5N HCl. The mixture was concentrated to dryness and carried on without further purification. IS (MS) 144.1 (M+1). Starting materials: C(CCC)N1C(C(=C(C2=CC=CC=C12)Cl)[N+](=O)[O-])=O (1-n-Butyl-4-chloro-3-nitro-2(1H)-quinolone), C(C)N (ethylamine). Solvent: O1CCCC1 (tetrahydrofuran). Run at time 8 hour. Product: C(CCC)N1C(C(=C(C2=CC=CC=C12)NCC)[N+](=O)[O-])=O (1-n-Butyl-4-ethylamino-3-nitro-2(1H)-quinolone). Isolated yield 93.1%. As a reaction SMILES: [CH2:1]([N:5]1[C:14]2[C:9](=[CH:10][CH:11]=[CH:12][CH:13]=2)[C:8](Cl)=[C:7]([N+:16]([O-:18])=[O:17])[C:6]1=[O:19])[CH2:2][CH2:3][CH3:4].[CH2:20]([NH2:22])[CH3:21]>O1CCCC1>[CH2:1]([N:5]1[C:14]2[C:9](=[CH:10][CH:11]=[CH:12][CH:13]=2)[C:8]([NH:22][CH2:20][CH3:21])=[C:7]([N+:16]([O-:18])=[O:17])[C:6]1=[O:19])[CH2:2][CH2:3][CH3:4]. Procedure: 3.5 g (0.013 mole) of Compound d in Reference Example 4 was dissolved in 30 ml of tetrahydrofuran, and 8.0 ml (0.13 mole) of ethylamine was added with ice cooling, followed by stirring at room temperature overnight. The solvent was evaporated under reduced pressure and ice water was added to the residue. The precipitate was collected by filtration and dried, to afford 3.5 g of Compound e (97%). Starting materials: COC(=O)CBr, C1CCOC1, C=CCOCCO, [H-], [Na+]. Product: C=CCOCCOCC(=O)OC. RXN SMILES: [Br:10][CH2:11][C:12](=[O:13])[O:14][CH3:15].[CH2:16]1[O:17][CH2:18][CH2:19][CH2:20]1.[CH2:1]([CH:2]=[CH2:3])[O:4][CH2:5][CH2:6][OH:7].[H-:9].[Na+:8]>>[CH2:1]([CH:2]=[CH2:3])[O:4][CH2:5][CH2:6][O:7][CH2:11][C:12](=[O:13])[O:14][CH3:15]. Starting materials: N1(CCOCC1)CCOC1=CC(=C(C=C1)N)[N+](=O)[O-] (4-(2-morpholin-4-ylethoxy)-2-nitrophenylamine). Reagents/catalysts: [Pd] (Pd/C). Run in CCO (EtOH). Reaction conditions: time 18 hour. Yields the product N1(CCOCC1)CCOC=1C=C(C(=CC1)N)N (4-(2-Morpholin-4-ylethoxy)benzene-1,2-diamine). As a reaction SMILES: [N:1]1([CH2:7][CH2:8][O:9][C:10]2[CH:15]=[CH:14][C:13]([NH2:16])=[C:12]([N+:17]([O-])=O)[CH:11]=2)[CH2:6][CH2:5][O:4][CH2:3][CH2:2]1>CCO.[Pd]>[N:1]1([CH2:7][CH2:8][O:9][C:10]2[CH:11]=[C:12]([NH2:17])[C:13]([NH2:16])=[CH:14][CH:15]=2)[CH2:6][CH2:5][O:4][CH2:3][CH2:2]1. Procedure details: To a solution 4-(2-morpholin-4-ylethoxy)-2-nitrophenylamine (1.0 eq) in EtOH was added Pd/C (0.1 eq). The reaction vessel was repeatedly purged with nitrogen, then stirred under a hydrogen atmosphere (1 atm) for 18 hours. The product was filtered through a Celite plug, and the plug washed with EtOH. The diamine was used without purification. LC/MS m/z 238.3 (MH+), Rt 0.295 minutes.